From a dataset of the Open Reaction Database (ORD), a public repository of structured organic reaction records. describe an organic reaction: reactants, conditions, products, and yield Reactants: N(=O)OC(C)(C)C (Tert-butyl nitrite), NC1=CC(=NC(=C1)C1=C(C=CC(=C1)C)OC)N1N=CC(=C1C(F)(F)F)C(=O)OCC (Ethyl 1-[4-amino-6-(2-methoxy-5-methylphenyl)pyridin-2-yl]-5-(trifluoromethyl)-1H-pyrazole-4-carboxylate), II (iodine). Solvent: C(Cl)(Cl)Cl (chloroform). Conditions: temperature 60 celsius. Product: IC1=CC(=NC(=C1)C1=C(C=CC(=C1)C)OC)N1N=CC(=C1C(F)(F)F)C(=O)OCC (Ethyl 1-[4-iodo-6-(2-methoxy-5-methylphenyl)pyridin-2-yl]-5-(trifluoromethyl)-1H-pyrazole-4-carboxylate). RXN SMILES: N(OC(C)(C)C)=O.N[C:9]1[CH:14]=[C:13]([C:15]2[CH:20]=[C:19]([CH3:21])[CH:18]=[CH:17][C:16]=2[O:22][CH3:23])[N:12]=[C:11]([N:24]2[C:28]([C:29]([F:32])([F:31])[F:30])=[C:27]([C:33]([O:35][CH2:36][CH3:37])=[O:34])[CH:26]=[N:25]2)[CH:10]=1.[I:38]I>C(Cl)(Cl)Cl>[I:38][C:9]1[CH:14]=[C:13]([C:15]2[CH:20]=[C:19]([CH3:21])[CH:18]=[CH:17][C:16]=2[O:22][CH3:23])[N:12]=[C:11]([N:24]2[C:28]([C:29]([F:32])([F:31])[F:30])=[C:27]([C:33]([O:35][CH2:36][CH3:37])=[O:34])[CH:26]=[N:25]2)[CH:10]=1. Procedure details: Tert-butyl nitrite (0.68 mL, 0.59 mmol) was added to a solution of the title compound from Example 19 Step E (1.2 g, 2.9 mmol) and iodine (0.87 g, 3.4 mmol) in chloroform (20 mL). The resulting mixture was heated at 60° C. for 30 min, cooled and quenched with aqueous sodium sulfite. Extraction with hexane-EtOAc, followed by silica gel flash chromatography using Hexane-EtOAc (20/1 to 7/1) provided the title compound: LCMS m/z 532.6 [M+H]+; 1H NMR (500 MHz, CDCl3) δ 8.54 (d, J=1.1 Hz, 1H), 8.15 (s... Starting materials: C1(=CC=CC=C1)C(C(=O)O)(O)C (phenyllactic acid), C1(=CC=CC=C1)NCC(=O)O (phenylglycine), ClC1=C(C(C(=O)O)O)C=CC=C1 (2-chloromandelic acid). Run at time 2 minute. The product is C1(=CC=CC=C1)[C@@](C(=O)O)(O)C ((S)-phenyllactic Acid). RXN SMILES: [C:1]1([C:7]([CH3:12])([OH:11])[C:8]([OH:10])=[O:9])[CH:6]=[CH:5][CH:4]=[CH:3][CH:2]=1.C1(NCC(O)=O)C=CC=CC=1.ClC1C=CC=CC=1C(O)C(O)=O>>[C:1]1([C@:7]([CH3:12])([OH:11])[C:8]([OH:10])=[O:9])[CH:6]=[CH:5][CH:4]=[CH:3][CH:2]=1. Procedure: The analysis of phenyllactic acid was initially plagued with the same problems discussed for phenylglycine and 2-chloromandelic acid. However, in this case, adjustment of the solvent concentration in the nonchiral HPLC method led to a shift in the retention time of the acid, so that it no longer coeluted with the cell lysate peak. Following this, no problems were encountered with either the nonchiral or chiral methods. Representative nonchiral chromatograms of the product (1.9 min) and cyanohydr... Reactants: CC(=O)OC1CSC(Oc2ccc(Br)nc2)C(OC(C)=O)C1OC(C)=O, OB(O)c1cc2ccccc2o1. Product: CC(=O)OC1CSC(Oc2ccc(-c3cc4ccccc4o3)nc2)C(OC(C)=O)C1OC(C)=O. RXN SMILES: [C:1]([CH3:2])(=[O:3])[O:4][CH:5]1[CH:6]([O:7][c:8]2[cH:9][n:10][c:11]([Br:14])[cH:12][cH:13]2)[S:15][CH2:16][CH:17]([O:23][C:24]([CH3:25])=[O:26])[CH:18]1[O:19][C:20]([CH3:21])=[O:22].[o:27]1[c:28]([B:36]([OH:37])[OH:38])[cH:29][c:30]2[c:31]1[cH:32][cH:33][cH:34][cH:35]2>>[C:1]([CH3:2])(=[O:3])[O:4][CH:5]1[CH:6]([O:7][c:8]2[cH:9][n:10][c:11](-[c:28]3[o:27][c:31]4[c:30]([cH:29]3)[cH:35][cH:34][cH:33][cH:32]4)[cH:12][cH:13]2)[S:15][CH2:16][CH:17]([O:23][C:24]([CH3:25])=[O:26])[CH:18]1[O:19][C:20]([CH3:21])=[O:22]. Starting materials: ClC1=CC(=NC2=CC=C(C=C12)C)N1CCS(C2=C(C1)C=CC=C2)(=O)=O (4-(4-chloro-6-methylquinolin-2-yl)-2,3,4,5-tetrahydro-1,4-benzothiazepine 1,1-dioxide), O=S1(CC(C1)(CN)CN)=O ((1,1-dioxidothietane-3,3-diyl)dimethanamine). Product: NCC1(CS(C1)(=O)=O)CNC1=CC(=NC2=CC=C(C=C12)C)N1CCS(C2=C(C1)C=CC=C2)(=O)=O (N-{[3-(Aminomethyl)-1,1-dioxidothietan-3-yl]methyl}-2-(1,1-dioxido-2,3-dihydro-1,4-benzothiazepin-4(5H)-yl)-6-methylquinolin-4-amine). RXN SMILES: Cl[C:2]1[C:11]2[C:6](=[CH:7][CH:8]=[C:9]([CH3:12])[CH:10]=2)[N:5]=[C:4]([N:13]2[CH2:19][C:18]3[CH:20]=[CH:21][CH:22]=[CH:23][C:17]=3[S:16](=[O:25])(=[O:24])[CH2:15][CH2:14]2)[CH:3]=1.[O:26]=[S:27]1(=[O:35])[CH2:30][C:29]([CH2:33][NH2:34])([CH2:31][NH2:32])[CH2:28]1>>[NH2:32][CH2:31][C:29]1([CH2:33][NH:34][C:2]2[C:11]3[C:6](=[CH:7][CH:8]=[C:9]([CH3:12])[CH:10]=3)[N:5]=[C:4]([N:13]3[CH2:19][C:18]4[CH:20]=[CH:21][CH:22]=[CH:23][C:17]=4[S:16](=[O:25])(=[O:24])[CH2:15][CH2:14]3)[CH:3]=2)[CH2:30][S:27](=[O:35])(=[O:26])[CH2:28]1. Procedure details: The title compound was prepared in analogy to Example 6-1 in Scheme 5 by using 4-(4-chloro-6-methylquinolin-2-yl)-2,3,4,5-tetrahydro-1,4-benzothiazepine 1,1-dioxide (prepared in analogy to the one in Example 2-1) and (1,1-dioxidothietane-3,3-diyl)dimethanamine. MS obsd. (ESI+) [(M+H)+] 501, 1H NMR (400 MHz, CD3Cl) δ ppm 7.958-7.939 (d, J=7.6 Hz, 1 H), 7.651-7.633 (d, J=7.2 Hz, 1 H), 7.482-7.415 (m, 2 H), 7.308-7.270 (t, J=7.2 Hz, 1 H), 7.235-7.215 (d, J=8.0 Hz, 1 H), 7.134 (s, 1 H), 6.646 (s, 1 ... The reactants are CC(C)(C)OC(=O)NC(COc1noc2ccc(Cl)cc12)Cc1cc(OS(=O)(=O)c2ccccc2)no1, CO, N, C1CCOC1. Yields the product CC(C)(C)OC(=O)NC(COc1noc2ccc(Cl)cc12)Cc1cc(O)no1. RXN SMILES: [C:1]([CH3:2])([CH3:3])([CH3:4])[O:5][C:6](=[O:7])[NH:8][CH:9]([CH2:10][O:11][c:12]1[n:13][o:14][c:15]2[c:16]1[cH:17][c:18]([Cl:21])[cH:19][cH:20]2)[CH2:22][c:23]1[cH:24][c:25]([O:28][S:29]([c:30]2[cH:31][cH:32][cH:33][cH:34][cH:35]2)(=[O:36])=[O:37])[n:26][o:27]1.[CH3:38][OH:39].[NH3:40].[O:41]1[CH2:42][CH2:43][CH2:44][CH2:45]1>>[C:1]([CH3:2])([CH3:3])([CH3:4])[O:5][C:6](=[O:7])[NH:8][CH:9]([CH2:10][O:11][c:12]1[n:13][o:14][c:15]2[c:16]1[cH:17][c:18]([Cl:21])[cH:19][cH:20]2)[CH2:22][c:23]1[cH:24][c:25]([OH:28])[n:26][o:27]1. As a reaction SMILES: [CH2:1]([C:8]1[CH:17]=[C:16]2[C:11]([C:12]([OH:31])=[C:13]([C:26](OCC)=[O:27])[C:14](=[O:25])[N:15]2[CH2:18][C:19]2[N:20]([CH3:24])[CH:21]=[CH:22][N:23]=2)=[N:10][CH:9]=1)[C:2]1[CH:7]=[CH:6][CH:5]=[CH:4][CH:3]=1.[CH3:32][O:33][CH2:34][CH2:35][NH2:36]>>[CH2:1]([C:8]1[CH:17]=[C:16]2[C:11]([C:12]([OH:31])=[C:13]([C:26]([NH:36][CH2:35][CH2:34][O:33][CH3:32])=[O:27])[C:14](=[O:25])[N:15]2[CH2:18][C:19]2[N:20]([CH3:24])[CH:21]=[CH:22][N:23]=2)=[N:10][CH:9]=1)[C:2]1[CH:7]=[CH:6][CH:5]=[CH:4][CH:3]=1. Product: C(C1=CC=CC=C1)C1=CN=C2C(=C(C(N(C2=C1)CC=1N(C=CN1)C)=O)C(=O)NCCOC)O (7-Benzyl-4-hydroxy-N-(2-methoxyethyl)-1-[(1-methyl-1H-imidazol-2-yl)methyl]-2-oxo-1,2-dihydro-1,5-naphthyridine-3-carboxamide). Reported procedure: This compound was prepared from ethyl 7-benzyl-4-hydroxy-1-[(1-methyl-1H-imidazol-2-yl)methyl]-2-oxo-1,2-dihydro-1,5-naphthyridine-3-carboxylate and 2-methoxyethylamine employing methods similar to those described in Example 6. The product was obtained as a beige powder: 1H NMR (CDCl3) δ 10.14 (1H, br), 8.58 (2H, br), 7.32-7.15 (5H, m), 7.12 (1H, br), 6.88 (1H, br s), 5.97 (2H, br), 4.22 (2H, s), 3.70 (3H, s), 3.67 (2H, q, J˜5 Hz), 3.60 (2H, t, J˜5 Hz), 3.42 (3H, s); ES+ MS: 483 (M+H+, 100). Starting materials: C(C1=CC=CC=C1)C1=CN=C2C(=C(C(N(C2=C1)CC=1N(C=CN1)C)=O)C(=O)OCC)O (ethyl 7-benzyl-4-hydroxy-1-[(1-methyl-1H-imidazol-2-yl)methyl]-2-oxo-1,2-dihydro-1,5-naphthyridine-3-carboxylate), COCCN (2-methoxyethylamine). Reactants: C(C1=CC=CC=C1)OC(=O)N1[C@H](C[C@H](C2=CC(=CC=C12)C(F)(F)F)N(C(=O)OC)CC1=CC(=CC(=C1)C(F)(F)F)C(F)(F)F)C (cis-4-[(3,5-Bis-trifluoromethyl-benzyl)-methoxycarbonyl-amino]-2-methyl-6-trifluoromethyl-3,4-dihydro-2H-quinoline-1-carboxylic acid benzyl ester), [H][H] (hydrogen). The reagents and catalysts are [Pd] (palladium on carbon). The solvent is C(C)O (ethanol). Yields the product COC(N([C@@H]1C[C@@H](NC2=CC=C(C=C12)C(F)(F)F)C)CC1=CC(=CC(=C1)C(F)(F)F)C(F)(F)F)=O (cis-(3,5-Bis-trifluoromethyl-benzyl)-(2-methyl-6-trifluoromethyl-1,2,3,4-tetrahydro-quinolin-4-yl)-carbamic acid methyl ester). The yield is 90.0%. Reaction SMILES: C(OC([N:11]1[C:20]2[C:15](=[CH:16][C:17]([C:21]([F:24])([F:23])[F:22])=[CH:18][CH:19]=2)[C@H:14]([N:25]([CH2:30][C:31]2[CH:36]=[C:35]([C:37]([F:40])([F:39])[F:38])[CH:34]=[C:33]([C:41]([F:44])([F:43])[F:42])[CH:32]=2)[C:26]([O:28][CH3:29])=[O:27])[CH2:13][C@@H:12]1[CH3:45])=O)C1C=CC=CC=1.[H][H]>[Pd].C(O)C>[CH3:29][O:28][C:26](=[O:27])[N:25]([CH2:30][C:31]1[CH:36]=[C:35]([C:37]([F:38])([F:39])[F:40])[CH:34]=[C:33]([C:41]([F:44])([F:43])[F:42])[CH:32]=1)[C@H:14]1[C:15]2[C:20](=[CH:19][CH:18]=[C:17]([C:21]([F:24])([F:23])[F:22])[CH:16]=2)[NH:11][C@@H:12]([CH3:45])[CH2:13]1. Procedure: cis-4-[(3,5-Bis-trifluoromethyl-benzyl)-methoxycarbonyl-amino]-2-methyl-6-trifluoromethyl-3,4-dihydro-2H-quinoline-1-carboxylic acid benzyl ester. (Example 56) (2.8 g, 4.3 mmol), ethanol (50 mL), and 10% palladium on carbon (280 mg) were combined in a Parr bottle and agitated under 50 psi of hydrogen gas on a Parr shaker for 0.5 h. The mixture was then filtered through a bed of Celite®, eluting with ethyl acetate, and the filtrate concentrated in vacuo. The residue was purified by silica gel chr...